This data is from the Open Reaction Database (ORD), a public repository of structured organic reaction records. The task is: describe an organic reaction: reactants, conditions, products, and yield Reactants: crude product, COC1=CC=C2C=CC=3OC(CCC3C2=C1)=O (1,2-dihydro-9-methoxy-3H-naphtho[2,1-b]pyran-3-one), Cl.N1=CC=CC=C1 (pyridine hydrochloride), O.C1(=CC=C(C=C1)S(=O)(=O)O)C (p-toluenesulfonic acid monohydrate), O (water), O (water). Solvent: C(C)(=O)OCC (ethyl acetate), C(C)(=O)OCC (ethyl acetate), C1(=CC=CC=C1)C (toluene). Yields the product OC1=CC=C2C=CC=3OC(CCC3C2=C1)=O (1,2-Dihydro-9-hydroxy-3H-naphtho[2,1-b]pyran-3-one). Reaction SMILES: C[O:2][C:3]1[CH:16]=[C:15]2[C:6]([CH:7]=[CH:8][C:9]3[O:10][C:11](=[O:17])[CH2:12][CH2:13][C:14]=32)=[CH:5][CH:4]=1.Cl.N1C=CC=CC=1.O.O.C1(C)C=CC(S(O)(=O)=O)=CC=1>C1(C)C=CC=CC=1.C(OCC)(=O)C>[OH:2][C:3]1[CH:16]=[C:15]2[C:6]([CH:7]=[CH:8][C:9]3[O:10][C:11](=[O:17])[CH2:12][CH2:13][C:14]=32)=[CH:5][CH:4]=1 |f:1.2,4.5|. Reported procedure: A mixture of 2.57 g (11.3 mmol) of 1,2-dihydro-9-methoxy-3H-naphtho[2,1-b]pyran-3-one from the preceding example and 7.86 g (68.0 mol) of pyridine hydrochloride was heated at 200°-230° C. for 2.5 hr. After being cooled to room temperature, the reaction mixture was treated with 100 mL of water and worked-up with ethyl acetate in the usual manner. The crude product (2.52 g) was dissolved in 150 mL of toluene, treated with 0.31 g (1.63 mmol) of p-toluenesulfonic acid monohydrate, and the resulting ... Reactants: CC1=C(C(=CC(=C1)C)C)C=1N=C(SC1)NC(=O)C1N(C2=CC=CC=C2C1)C(=O)OC(C)(C)C (N-[4-(2,4,6-trimethylphenyl)-2-thiazolyl]-1-tert-butoxycarbonyl-indoline-2-carboxamide), FC(C(=O)O)(F)F (trifluoroacetic acid). Run in ClCCl (dichloromethane), C(C)(=O)OCC (ethyl acetate). Conditions: time 2 hour. The product is CC1=C(C(=CC(=C1)C)C)C=1N=C(SC1)NC(=O)C1NC2=CC=CC=C2C1 (N-[4-(2,4,6-Trimethylphenyl)-2-thiazolyl]indoline-2-carboxamide). Yield: 88.0%. As a reaction SMILES: [CH3:1][C:2]1[CH:7]=[C:6]([CH3:8])[CH:5]=[C:4]([CH3:9])[C:3]=1[C:10]1[N:11]=[C:12]([NH:15][C:16]([CH:18]2[CH2:26][C:25]3[C:20](=[CH:21][CH:22]=[CH:23][CH:24]=3)[N:19]2C(OC(C)(C)C)=O)=[O:17])[S:13][CH:14]=1.FC(F)(F)C(O)=O>ClCCl.C(OCC)(=O)C>[CH3:1][C:2]1[CH:7]=[C:6]([CH3:8])[CH:5]=[C:4]([CH3:9])[C:3]=1[C:10]1[N:11]=[C:12]([NH:15][C:16]([CH:18]2[CH2:26][C:25]3[C:20](=[CH:21][CH:22]=[CH:23][CH:24]=3)[NH:19]2)=[O:17])[S:13][CH:14]=1. Procedure: 35 g of N-[4-(2,4,6-trimethylphenyl)-2-thiazolyl]-1-tert-butoxycarbonyl-indoline-2-carboxamide are dissolved in 200 ml of dry dichloromethane and 40 ml of trifluoroacetic acid are added dropwise. The reaction mixture is kept at ambient temperature for 2 hours and then evaporated to dryness. The residue obtained is taken up in 150 ml of ethyl acetate. The organic solution is washed with 1N aqueous sodium hydroxide solution and then with water saturated with NaCl and dried over anhydrous magnesium... Reactants: ClC1=CC=C(C=C1)C=C(C(C(C)(C)C)=O)N1N=CN=C1 (1-(4-chlorophenyl)-4,4-dimethyl-2-(1,2,4-triazole-1-yl)-1-pentene-3-one), [BH4-].[Na+] (Sodium borohydride), O (water), C(C)(=O)O (acetic acid). Run in CO (methanol). Reaction conditions: time 3 hour. The product is ClC1=CC=C(C=C1)C=C(C(C(C)(C)C)O)N1N=CN=C1 (1-(4-chlorophenyl)-4,4-dimethyl-2-(1,2,4-triazole-1-yl)-1-pentene-3-ol). Yield: 69.0%. As a reaction SMILES: [Cl:1][C:2]1[CH:7]=[CH:6][C:5]([CH:8]=[C:9]([N:16]2[CH:20]=[N:19][CH:18]=[N:17]2)[C:10](=[O:15])[C:11]([CH3:14])([CH3:13])[CH3:12])=[CH:4][CH:3]=1.[BH4-].[Na+].O.C(O)(=O)C>CO>[Cl:1][C:2]1[CH:7]=[CH:6][C:5]([CH:8]=[C:9]([N:16]2[CH:20]=[N:19][CH:18]=[N:17]2)[CH:10]([OH:15])[C:11]([CH3:14])([CH3:13])[CH3:12])=[CH:4][CH:3]=1 |f:1.2|. Procedure details: The II-A isomer (2.9 g, 0.01 mole; m.p. 108°-109° C.) of 1-(4-chlorophenyl)-4,4-dimethyl-2-(1,2,4-triazole-1-yl)-1-pentene-3-one (Compound No. 1') was dissolved in methanol (50 ml). Sodium borohydride (0.38 g, 0.01 mole) was added thereto while keeping the temperature of the reaction solution at 20° C. or less with ice-cooling. The reaction mixture was kept at 20° C. for 3 hours, and then decomposed with addition of water (100 ml) and acetic acid (1 ml). The organic layer was extracted with ethy... Reactants: [C-]#N.[Na+] (sodium cyanide), C1(=CC=CC=C1)CCC=O (3-phenylpropionaldehyde), Cl (hydrochloric acid), NN1C(CCCC1C)C (1-amino-2,6-dimethylpiperidine), Cl (hydrochloric acid). Run in O (water), CO (methanol), O (water). Conditions: time 3 day. Product: CC1N(C(CCC1)C)NC(C#N)CCC1=CC=CC=C1 (2-((2,6-dimethylpiperidino)amino)-4-phenylbutyronitrile). Yield: 106.7%. Reaction SMILES: [C-:1]#[N:2].[Na+].[C:4]1([CH2:10][CH2:11][CH:12]=O)[CH:9]=[CH:8][CH:7]=[CH:6][CH:5]=1.[NH2:14][N:15]1[CH:20]([CH3:21])[CH2:19][CH2:18][CH2:17][CH:16]1[CH3:22].Cl>O.CO>[CH3:22][CH:16]1[CH2:17][CH2:18][CH2:19][CH:20]([CH3:21])[N:15]1[NH:14][CH:12]([CH2:11][CH2:10][C:4]1[CH:9]=[CH:8][CH:7]=[CH:6][CH:5]=1)[C:1]#[N:2] |f:0.1|. Reported procedure: A solution of 5.4 g of sodium cyanide in 20 ml of water and a solution of 14.7 g of 3-phenylpropionaldehyde in 15 ml of methanol are added dropwise with ice-cooling to a mixture of 12.8 g of 1-amino-2,6-dimethylpiperidine, 60 ml of water and 9.4 ml of concentrated hydrochloric acid. The pH is adjusted to 7 with hydrochloric acid and the reaction mixture is stirred at room temperature for 3 days. The mixture is extracted with dichloromethane, and the combined extracts are washed with water of pH ... Starting materials: FC=1C=C(OC2=C(C=CC=C2)[C@@](CCCCOC)(O)[C@H]2CN(CCC2)C(=O)OC(C)(C)C)C=CC1 ((R)-tert-butyl 3-((S)-1-(2-(3-fluorophenoxy)phenyl)-1-hydroxy-5-methoxy pentyl)piperidine-1-carboxylate), Cl (HCl), [OH-].[Na+] (NaOH). Solvent: CC#N (MeCN). Run at time 8 hour. The product is FC=1C=C(OC2=C(C=CC=C2)[C@@](CCCCOC)(O)[C@H]2CNCCC2)C=CC1 ((S)-1-(2-(3-fluorophenoxy)phenyl)-5-methoxy-1-((R)-piperidin-3-yl)pentan-1-ol). Isolated yield 100.2%. As a reaction SMILES: [F:1][C:2]1[CH:3]=[C:4]([CH:33]=[CH:34][CH:35]=1)[O:5][C:6]1[CH:11]=[CH:10][CH:9]=[CH:8][C:7]=1[C@:12]([C@@H:20]1[CH2:25][CH2:24][CH2:23][N:22](C(OC(C)(C)C)=O)[CH2:21]1)([OH:19])[CH2:13][CH2:14][CH2:15][CH2:16][O:17][CH3:18].Cl.[OH-].[Na+]>CC#N>[F:1][C:2]1[CH:3]=[C:4]([CH:33]=[CH:34][CH:35]=1)[O:5][C:6]1[CH:11]=[CH:10][CH:9]=[CH:8][C:7]=1[C@:12]([C@@H:20]1[CH2:25][CH2:24][CH2:23][NH:22][CH2:21]1)([OH:19])[CH2:13][CH2:14][CH2:15][CH2:16][O:17][CH3:18] |f:2.3|. Procedure: To a solution of (R)-tert-butyl 3-((S)-1-(2-(3-fluorophenoxy)phenyl)-1-hydroxy-5-methoxy pentyl)piperidine-1-carboxylate (0.50 g, 1.03 mmol) in MeCN (60 mL) was added 2 N aq HCl (60 mL) slowly at rt. The resulting solution was stirred at rt overnight, then basified to pH=10 with 10 N aq NaOH. The mixture was evaporated under reduced pressure to remove MeCN. The aq layer was extracted with CH2Cl2 (4×10 mL), and the combined organic layers were washed with brine and dried over Na2SO4. The solvent ... Starting materials: CCOCC, COC(=O)C(=O)c1ccc(OCCOc2ccc(C)cc2)cc1, CCCCCC, CO, [Na+], [OH-]. Yields the product Cc1ccc(OCCOc2ccc(C(=O)C(=O)O)cc2)cc1. Reaction SMILES: [CH2:30]([O:31][CH2:32][CH3:33])[CH3:34].[CH3:1][O:2][C:3]([C:4]([c:5]1[cH:6][cH:7][c:8]([O:11][CH2:12][CH2:13][O:14][c:15]2[cH:16][cH:17][c:18]([CH3:21])[cH:19][cH:20]2)[cH:9][cH:10]1)=[O:22])=[O:23].[CH3:24][CH2:25][CH2:26][CH2:27][CH2:28][CH3:29].[CH3:35][OH:36].[Na+:38].[OH-:37]>>[O:2]=[C:3]([C:4]([c:5]1[cH:6][cH:7][c:8]([O:11][CH2:12][CH2:13][O:14][c:15]2[cH:16][cH:17][c:18]([CH3:21])[cH:19][cH:20]2)[cH:9][cH:10]1)=[O:22])[OH:23]. Product: C1(CC2=CC=CC3=CC=CC1=C23)N2CCC(CC2)NC=2C(=CC=CC2)N (N-[1-(acenaphthen-1-yl)piperidin-4-yl]-benzene-1,2-diamine). Run at time 17 hour. Procedure details: Acenaphthen-1-one (34 g, 200 mmol) was dissolved in methanol (300 ml). Sodium borohydride (8 g, 200 mmol) was added to this solution under ice-cooling, and the mixture was stirred at room temperature for 1 hr. The reaction mixture was poured into water, and the mixture was extracted with ethyl acetate. The extract was washed with water and saturated brine, dried over magnesium sulfate, and concentrated to give 1-acenaphthenol (33 g) as yellow crystals. (2) To a solution of 1-acenaphthenol (33 g,... RXN SMILES: [CH:1]1([N:13]2[CH2:18][CH2:17][C:16](=O)[CH2:15][CH2:14]2)[C:11]2=[C:12]3[C:7](=[CH:8][CH:9]=[CH:10]2)[CH:6]=[CH:5][CH:4]=[C:3]3[CH2:2]1.[C:20]1([NH2:27])[CH:25]=[CH:24][CH:23]=[CH:22][C:21]=1[NH2:26].C(O[BH-](OC(=O)C)OC(=O)C)(=O)C.[Na+].C(=O)([O-])[O-].[K+].[K+]>C1COCC1.O.C(O)(=O)C>[CH:1]1([N:13]2[CH2:18][CH2:17][CH:16]([NH:26][C:21]3[C:20]([NH2:27])=[CH:25][CH:24]=[CH:23][CH:22]=3)[CH2:15][CH2:14]2)[C:11]2=[C:12]3[C:7](=[CH:8][CH:9]=[CH:10]2)[CH:6]=[CH:5][CH:4]=[C:3]3[CH2:2]1 |f:2.3,4.5.6|. Solvent: C(C)(=O)O (acetic acid), O (water), C1CCOC1 (THF). Yield: 51.6%. Reactants: C(C)(=O)O[BH-](OC(C)=O)OC(C)=O.[Na+] (sodium triacetoxy borohydride), C([O-])([O-])=O.[K+].[K+] (potassium carbonate), ( 4 ), C1(CC2=CC=CC3=CC=CC1=C23)N2CCC(CC2)=O (1-(acenaphthen-1-yl)-piperidin-4-one), C1(=C(C=CC=C1)N)N (1,2-phenylenediamine). As a reaction SMILES: [Br:18][CH2:19][c:20]1[cH:21][cH:22][cH:23][cH:24][cH:25]1.[CH3:37][CH2:38][O:39][C:40]([CH3:41])=[O:42].[CH:1]([CH3:2])([CH3:3])[c:4]1[nH:5][c:6]2[cH:7][c:8]([N+:15](=[O:16])[O-:17])[cH:9][cH:10][c:11]2[c:12]1[CH:13]=[O:14].[K+:26].[K+:27].[O-:28][C:29]([O-:30])=[O:31].[O:32]=[CH:33][N:34]([CH3:35])[CH3:36]>>[CH:1]([CH3:2])([CH3:3])[c:4]1[n:5]([CH2:19][c:20]2[cH:21][cH:22][cH:23][cH:24][cH:25]2)[c:6]2[cH:7][c:8]([N+:15](=[O:16])[O-:17])[cH:9][cH:10][c:11]2[c:12]1[CH:13]=[O:14]. Yields the product CC(C)c1c(C=O)c2ccc([N+](=O)[O-])cc2n1Cc1ccccc1. Reactants: BrCc1ccccc1, CCOC(C)=O, CC(C)c1[nH]c2cc([N+](=O)[O-])ccc2c1C=O, [K+], [K+], O=C([O-])[O-], CN(C)C=O. The reactants are CC1(OB(OC1(C)C)C1=CC=C(OCC=2C=CC(=NC2)C#N)C=C1)C (5-[4-(4,4,5,5-Tetramethyl-[1,3,2]dioxaborolan-2-yl)-phenoxymethyl]-pyridine-2-carbonitrile), BrC1=CC=CC=2N1N=C(N2)NC(=O)C2CC2 (cyclopropanecarboxylic acid(5-bromo-[1,2,4]triazolo[1,5-a]pyridin-2-yl)-amide), C(=O)([O-])[O-].[K+].[K+] (K2CO3), PdCl2dppf. Run in O1CCOCC1.O (1,4-dioxane water). Run at temperature 90 celsius. Yields the product C(#N)C1=CC=C(C=N1)COC1=CC=C(C=C1)C1=CC=CC=2N1N=C(N2)NC(=O)C2CC2 (Cyclopropanecarboxylic acid{5-[4-(6-cyano-pyridin-3-ylmethoxy)-phenyl]-[1,2,4]triazolo[1,5-a]pyridin-2-yl}-amide). As a reaction SMILES: CC1(C)C(C)(C)OB([C:9]2[CH:24]=[CH:23][C:12]([O:13][CH2:14][C:15]3[CH:16]=[CH:17][C:18]([C:21]#[N:22])=[N:19][CH:20]=3)=[CH:11][CH:10]=2)O1.Br[C:27]1[N:32]2[N:33]=[C:34]([NH:36][C:37]([CH:39]3[CH2:41][CH2:40]3)=[O:38])[N:35]=[C:31]2[CH:30]=[CH:29][CH:28]=1.C([O-])([O-])=O.[K+].[K+]>O1CCOCC1.O>[C:21]([C:18]1[N:19]=[CH:20][C:15]([CH2:14][O:13][C:12]2[CH:11]=[CH:10][C:9]([C:27]3[N:32]4[N:33]=[C:34]([NH:36][C:37]([CH:39]5[CH2:40][CH2:41]5)=[O:38])[N:35]=[C:31]4[CH:30]=[CH:29][CH:28]=3)=[CH:24][CH:23]=2)=[CH:16][CH:17]=1)#[N:22] |f:2.3.4,5.6|. Procedure details: 5-[4-(4,4,5,5-Tetramethyl-[1,3,2]dioxaborolan-2-yl)-phenoxymethyl]-pyridine-2-carbonitrile (10 g, 0.03 mol, 1.1 equiv.) was added to a solution of cyclopropanecarboxylic acid(5-bromo-[1,2,4]triazolo[1,5-a]pyridin-2-yl)-amide (7.6 g, 0.027 mol) in 1,4-dioxane/water (4:1; 70 mL). K2CO3 (7.45, 0.054 mol, 2 eq.) and PdCl2dppf (5%) were added to the solution. The resulting mixture was then heated in an oil bath at 90° C. for 4 to 16 h under N2 until completion (monitored by LCMS). 1,4-Dioxane was rem... The reactants are CN(C)CC1=CC=C(O1)CSCCN (2-[(5-dimethylaminomethyl-2-furyl)methylthio]ethylamine), COC1=NS(N=C1OC)(=O)=O (3,4-dimethoxy-1,2,5-thiadiazole 1,1-dioxide). The solvent is CO (methanol), CO (methanol). Product: CN(C)CC1=CC=C(O1)CSCCNC1=NS(N=C1OC)(=O)=O (3-{2-[(5-Dimethylaminomethyl-2-furyl)methylthio]ethylamino}-4-methoxy-1,2,5-thiadiazole 1,1-dioxide). RXN SMILES: [CH3:1][N:2]([CH2:4][C:5]1[O:9][C:8]([CH2:10][S:11][CH2:12][CH2:13][NH2:14])=[CH:7][CH:6]=1)[CH3:3].[CH3:15][O:16][C:17]1[C:21](OC)=[N:20][S:19](=[O:25])(=[O:24])[N:18]=1>CO>[CH3:3][N:2]([CH2:4][C:5]1[O:9][C:8]([CH2:10][S:11][CH2:12][CH2:13][NH:14][C:21]2[C:17]([O:16][CH3:15])=[N:18][S:19](=[O:25])(=[O:24])[N:20]=2)=[CH:7][CH:6]=1)[CH3:1]. Reported procedure: A solution of 2-[(5-dimethylaminomethyl-2-furyl)methylthio]ethylamine (2.41 g; 11.2 mmoles) [prepared according to the procedure described in Belgian Pat. No. 857,388] in 20 ml of dry methanol was added all at once to a well stirred, cold (8°) suspension of 3,4-dimethoxy-1,2,5-thiadiazole 1,1-dioxide (2.0 g; 11.2 mmoles) in 200 ml of methanol. After stirring at 8°-10° for 15 minutes, a methanolic solution of the title compound is produced.